Dataset: the Open Reaction Database (ORD), a public repository of structured organic reaction records. Task: describe an organic reaction: reactants, conditions, products, and yield Starting materials: [O-]B([O-])Oc1ccc(Cl)s1, COC(=O)C1=Cc2cc(Br)ccc2S(=O)(=O)CC1, O=C([O-])[O-], CCO, [K+], [K+], O, Cc1ccccc1. Yields the product COC(=O)C1=Cc2cc(-c3ccc(Cl)s3)ccc2S(=O)(=O)CC1. Reaction SMILES: [B:19]([O-:20])([O-:27])[O:28][c:21]1[s:22][c:23]([Cl:26])[cH:24][cH:25]1.[Br:1][c:2]1[cH:3][cH:4][c:5]2[c:6]([cH:18]1)[CH:7]=[C:8]([C:14](=[O:15])[O:16][CH3:17])[CH2:9][CH2:10][S:11]2(=[O:12])=[O:13].[C:29](=[O:30])([O-:31])[O-:32].[CH2:36]([OH:37])[CH3:38].[K+:33].[K+:34].[OH2:35].[c:39]1([CH3:40])[cH:41][cH:42][cH:43][cH:44][cH:45]1>>[c:2]1(-[c:21]2[s:22][c:23]([Cl:26])[cH:24][cH:25]2)[cH:3][cH:4][c:5]2[c:6]([cH:18]1)[CH:7]=[C:8]([C:14](=[O:15])[O:16][CH3:17])[CH2:9][CH2:10][S:11]2(=[O:12])=[O:13]. The reactants are CC1S[C@H]2N(C(=C1)C(=O)O)C(C2N)=O (2-methyl-7-amino-3-cephem-4-carboxylic acid), C[Si](C)(C)CC(=O)N (trimethylsilylacetamide), P(=O)(Cl)(Cl)Cl (phosphorus oxychloride), C(C)(C)ON=C(C(=O)O)C=1NC(SC1)=NC=O (2-isopropoxyimino-2-(2-formylimino-2,3-dihydrothiazol-4-yl)acetic acid), C(C)(C)ON=C(C(=O)O)C=1N=C(SC1)NC=O (2-isopropoxyimino-2-(2-formylaminothiazol-4-yl)acetic acid). The solvent is C(C)(=O)OCC (ethyl acetate), C(C)(=O)OCC (ethyl acetate), CN(C=O)C (dimethylformamide), O (water). Run at time 20 minute. Product: C[N+](=CCl)C.[Cl-] (Vilsmeier reagent), CC1S[C@H]2N(C(=C1)C(=O)O)C(C2NC(C(C=2N=C(SC2)NC=O)=NOC(C)C)=O)=O (2-methyl-7-[2-isopropoxyimino-2-(2-formylaminothiazol-4-yl)acetamido]-3-cephem-4-carboxylic acid). Reaction SMILES: P(Cl)(Cl)([Cl:3])=O.[CH:6]([O:9][N:10]=[C:11]([C:15]1[N:16]=[C:17]([NH:20][CH:21]=[O:22])[S:18][CH:19]=1)[C:12]([OH:14])=O)([CH3:8])[CH3:7].[CH3:23][CH:24]1[CH:29]=[C:28]([C:30]([OH:32])=[O:31])[N:27]2[C:33](=[O:36])[CH:34]([NH2:35])[C@H:26]2[S:25]1.C[Si](CC(N)=O)(C)C>C(OCC)(=O)C.O.CN(C)C=O>[CH3:26][N+:27]([CH3:33])=[CH:28][Cl:3].[Cl-:3].[CH3:23][CH:24]1[CH:29]=[C:28]([C:30]([OH:32])=[O:31])[N:27]2[C:33](=[O:36])[CH:34]([NH:35][C:12](=[O:14])[C:11](=[N:10][O:9][CH:6]([CH3:7])[CH3:8])[C:15]3[N:16]=[C:17]([NH:20][CH:21]=[O:22])[S:18][CH:19]=3)[C@H:26]2[S:25]1 |f:7.8|. Procedure details: The Vilsmeier reagent was prepared from dimethylformamide (0.44 g) and phosphorus oxychloride (0.92 g) in the conventional manner, and thereto was added ethyl acetate (20 ml). To the mixture was added 2-isopropoxyimino-2-(2-formylaminothiazol-4-yl)acetic acid (syn isomer), which can be represented as 2-isopropoxyimino-2-(2-formylimino-2,3-dihydrothiazol-4-yl)acetic acid (syn isomer), (1.29 g) under cooling at -5° to 0° C. with stirring and then stirring was continued for 20 minutes to give a cle... Starting materials: CCCCBr, COc1cc2c(cc1OC)C(c1ccccc1)CNCC2, CO, [K+], [OH-]. Yields the product CCCCN1CCc2cc(OC)c(OC)cc2C(c2ccccc2)C1. RXN SMILES: [CH2:22]([CH2:23][CH2:24][CH3:25])[Br:26].[CH3:1][O:2][c:3]1[cH:4][c:5]2[c:6]([cH:18][c:19]1[O:20][CH3:21])[CH:7]([c:12]1[cH:13][cH:14][cH:15][cH:16][cH:17]1)[CH2:8][NH:9][CH2:10][CH2:11]2.[CH3:29][OH:30].[K+:28].[OH-:27]>>[CH3:1][O:2][c:3]1[cH:4][c:5]2[c:6]([cH:18][c:19]1[O:20][CH3:21])[CH:7]([c:12]1[cH:13][cH:14][cH:15][cH:16][cH:17]1)[CH2:8][N:9]([CH2:22][CH2:23][CH2:24][CH3:25])[CH2:10][CH2:11]2. Starting materials: C(CCC)OP(=O)(OCCCC)Cl (dibutoxyphosphinic acid chloride), [O-]C#N.[Na+] (sodium cyanate). The solvent is C(C)#N (acetonitrile). Yields the product C(CCC)OP(=O)(OCCCC)N=C=O (Dibutoxyphosphinic acid isocyanate). Reaction SMILES: [CH2:1]([O:5][P:6](Cl)([O:8][CH2:9][CH2:10][CH2:11][CH3:12])=[O:7])[CH2:2][CH2:3][CH3:4].[O-:14][C:15]#[N:16].[Na+]>C(#N)C>[CH2:1]([O:5][P:6]([N:16]=[C:15]=[O:14])([O:8][CH2:9][CH2:10][CH2:11][CH3:12])=[O:7])[CH2:2][CH2:3][CH3:4] |f:1.2|. Procedure: Analogously to Example 1, 200 g of dibutoxyphosphinic acid chloride were reacted with 58 g of sodium cyanate in 350 ml of absolute acetonitrile. 142 g of a faintly yellowish liquid (69% of theory) having a boiling point of 80°-83° C./0.67 Pa were isolated. Starting materials: ClC(C(=O)C1=C(C=CC(=C1)C)C)C (2-(2-chloropropionyl)-1,4-dimethylbenzene). Run in S(O)(O)(=O)=O (sulfuric acid). Conditions: time 30 minute. Product: CC1=C2CCC(C2=C(C=C1)C)=O (4,7-dimethylindan-1-one). The yield is 65.6%. As a reaction SMILES: Cl[CH:2]([CH3:13])[C:3]([C:5]1[CH:10]=[C:9]([CH3:11])[CH:8]=[CH:7][C:6]=1[CH3:12])=[O:4]>S(=O)(=O)(O)O>[CH3:11][C:9]1[CH:8]=[CH:7][C:6]([CH3:12])=[C:5]2[C:10]=1[CH2:13][CH2:2][C:3]2=[O:4]. Reported procedure: The crude 2-(2-chloropropionyl)-1,4-dimethylbenzene was slowly added to concentrated sulfuric acid (400 ml), preheated to 105° C. The solution was then stirred at 105°-110° C. for 30 minutes. The cooled mixture was poured onto cracked ice and the precipitate collected to give 4,7-dimethylindan-1-one (59.4 g, 65.6%) as a pale solid, mp 70° C. Starting materials: [H-].[Na+] (sodium hydride), COC=1C=C(C=CC1OC)CCNC(C(=CO)C1=CC=2CCCCC2C=C1)=O (N-[2-(3,4-dimethoxyphenyl)ethyl]-3-hydroxy-2-(5,6,7,8-tetrahydronaphthalen-2-yl)acrylamide), CN(C=O)C (N,N-dimethylformamide), BrCF (bromofluoromethane). Run in O (Water). Run at temperature -15 celsius, time 30 minute. The product is COC=1C=C(C=CC1OC)CCNC(C(=COCF)C1=CC=2CCCCC2C=C1)=O (N-[2-(3,4-dimethoxyphenyl)ethyl]-3-fluoromethoxy-2-(5,6,7,8-tetrahydronaphthalen-2-yl)acrylamide). Reaction SMILES: [CH3:1][O:2][C:3]1[CH:4]=[C:5]([CH2:11][CH2:12][NH:13][C:14](=[O:28])[C:15]([C:18]2[CH:27]=[CH:26][C:25]3[CH2:24][CH2:23][CH2:22][CH2:21][C:20]=3[CH:19]=2)=[CH:16][OH:17])[CH:6]=[CH:7][C:8]=1[O:9][CH3:10].CN(C)C=O.Br[CH2:35][F:36].[H-].[Na+]>O>[CH3:1][O:2][C:3]1[CH:4]=[C:5]([CH2:11][CH2:12][NH:13][C:14](=[O:28])[C:15]([C:18]2[CH:27]=[CH:26][C:25]3[CH2:24][CH2:23][CH2:22][CH2:21][C:20]=3[CH:19]=2)=[CH:16][O:17][CH2:35][F:36])[CH:6]=[CH:7][C:8]=1[O:9][CH3:10] |f:3.4|. Reported procedure: 0.76 g (2.0 mmol) of N-[2-(3,4-dimethoxyphenyl)ethyl]-3-hydroxy-2-(5,6,7,8-tetrahydronaphthalen-2-yl)acrylamide and 8ml of anhydrous N,N-dimethylformamide were mixed and 0.5 ml of bromofluoromethane was added thereto at −15° C. 88 mg (2.2 mmol) of 60% sodium hydride was added and stirred at −15° C. for 30 minutes and then stirred at approximately 0° C. for 1.5 hours. Water was added to the reaction mixture, followed by extracted with ethyl acetate, washed with 5% hydrochrolic acid and saturated ...